Dataset: the Open Reaction Database (ORD), a public repository of structured organic reaction records. Task: describe an organic reaction: reactants, conditions, products, and yield The reactants are CCCCCCCCCCC1(CCCCCCCCCC)c2cc(Br)ccc2-c2ccc(I)cc21, O=C([O-])[O-], COCCOCCN(CCOCCOC)CCOCCOC, Cc1ccccc1, [Cu], [K+], [K+], c1ccc(Nc2ccccc2)cc1. The product is CCCCCCCCCCC1(CCCCCCCCCC)c2cc(Br)ccc2-c2ccc(N(c3ccccc3)c3ccccc3)cc21. RXN SMILES: [Br:1][c:2]1[cH:3][c:4]2[c:12]([cH:13][cH:14]1)-[c:11]1[c:6]([cH:7][c:8]([I:15])[cH:9][cH:10]1)[C:5]2([CH2:16][CH2:17][CH2:18][CH2:19][CH2:20][CH2:21][CH2:22][CH2:23][CH2:24][CH3:25])[CH2:26][CH2:27][CH2:28][CH2:29][CH2:30][CH2:31][CH2:32][CH2:33][CH2:34][CH3:35].[C:49](=[O:50])([O-:51])[O-:52].[CH3:55][O:56][CH2:57][CH2:58][O:59][CH2:60][CH2:61][N:62]([CH2:63][CH2:64][O:65][CH2:66][CH2:67][O:68][CH3:69])[CH2:70][CH2:71][O:72][CH2:73][CH2:74][O:75][CH3:76].[CH3:77][c:78]1[cH:79][cH:80][cH:81][cH:82][cH:83]1.[Cu:84].[K+:53].[K+:54].[NH:36]([c:37]1[cH:38][cH:39][cH:40][cH:41][cH:42]1)[c:43]1[cH:44][cH:45][cH:46][cH:47][cH:48]1>>[Br:1][c:2]1[cH:3][c:4]2[c:12]([cH:13][cH:14]1)-[c:11]1[c:6]([cH:7][c:8]([N:36]([c:37]3[cH:38][cH:39][cH:40][cH:41][cH:42]3)[c:43]3[cH:44][cH:45][cH:46][cH:47][cH:48]3)[cH:9][cH:10]1)[C:5]2([CH2:16][CH2:17][CH2:18][CH2:19][CH2:20][CH2:21][CH2:22][CH2:23][CH2:24][CH3:25])[CH2:26][CH2:27][CH2:28][CH2:29][CH2:30][CH2:31][CH2:32][CH2:33][CH2:34][CH3:35]. Reactants: [N+](=O)([O-])CCCC(=O)OC(C)(C)C (tert.-butyl 4-nitrobutyrate), C(C)(C)(C)OC(=O)C=CCN (N-tert.-butoxycarbonylallylamine). Run in CC(=O)C (acetone). Yields the product NCC1CC(=NO1)CCC(=O)O (5-Aminomethyl-2-isoxazoline-3-propionic acid). Reaction SMILES: [N+:1]([CH2:4][CH2:5][CH2:6][C:7]([O:9]C(C)(C)C)=[O:8])([O-:3])=O.C(OC([CH:21]=[CH:22][CH2:23][NH2:24])=O)(C)(C)C>CC(C)=O>[NH2:24][CH2:23][CH:22]1[O:3][N:1]=[C:4]([CH2:5][CH2:6][C:7]([OH:9])=[O:8])[CH2:21]1. Reported procedure: The racemic product is prepared starting from tert.-butyl 4-nitrobutyrate and N-tert.-butoxycarbonylallylamine in analogy to Example 12. After cleavage of the protecting groups, it is taken up in acetone and the betaine is precipitated by adjusting the pH to 6 by means of conc. aq. ammonia. The melting point is 201° C. (with dec.).